The task is: describe an organic reaction: reactants, conditions, products, and yield. This data is from the Open Reaction Database (ORD), a public repository of structured organic reaction records. The reactants are O=C([O-])[O-], Cc1ccc(S(=O)(=O)OCC#N)cc1, CCC(C)=O, COc1ccc(O)c(C(C)C)c1, [K+], [K+]. Product: COc1ccc(OCC#N)c(C(C)C)c1. RXN SMILES: [C:15](=[O:16])([O-:17])[O-:18].[C:1](#[N:2])[CH2:3][O:4][S:5]([c:6]1[cH:7][cH:8][c:9]([CH3:10])[cH:11][cH:12]1)(=[O:13])=[O:14].[CH3:33][C:34](=[O:35])[CH2:36][CH3:37].[CH:21]([CH3:22])([CH3:23])[c:24]1[c:25]([OH:32])[cH:26][cH:27][c:28]([O:30][CH3:31])[cH:29]1.[K+:19].[K+:20]>>[C:1](#[N:2])[CH2:3][O:32][c:25]1[c:24]([CH:21]([CH3:22])[CH3:23])[cH:29][c:28]([O:30][CH3:31])[cH:27][cH:26]1. Reactants: ClC=1C=CC2=C(CCC3=C(N=C(O3)C)C2(O)C=2C(NC(N(C2)C)=O)=O)C1 ((±)-5-[7-Chloro-9,10-dihydro-4-hydroxy-2-methyl-4H-benzo[5,6]cyclohepta[1,2-d]oxazol-4-yl]-1-methyl-2,4(1H,3H)-pyrimidinedione). Solvent: FC(C(=O)O)(F)F (trifluoroacetic acid). Yields the product ClC=1C=CC2=C(C=CC3=C(N=C(O3)C)C2C=2C(NC(N(C2)C)=O)=O)C1 ((±)-5-[7-Chloro-2-methyl-4H-benzo[5,6]cyclohepta[1,2-d]oxazol-4-yl]-1-methyl-2,4(1H,3H)-pyrimidinedione). Reaction SMILES: [Cl:1][C:2]1[CH:3]=[CH:4][C:5]2[C:15]([C:17]3[C:18](=[O:25])[NH:19][C:20](=[O:24])[N:21]([CH3:23])[CH:22]=3)(O)[C:10]3[N:11]=[C:12]([CH3:14])[O:13][C:9]=3[CH2:8][CH2:7][C:6]=2[CH:26]=1>FC(F)(F)C(O)=O>[Cl:1][C:2]1[CH:3]=[CH:4][C:5]2[CH:15]([C:17]3[C:18](=[O:25])[NH:19][C:20](=[O:24])[N:21]([CH3:23])[CH:22]=3)[C:10]3[N:11]=[C:12]([CH3:14])[O:13][C:9]=3[CH:8]=[CH:7][C:6]=2[CH:26]=1. Procedure: A solution of the product from step (viii) (0.85 g) in trifluoroacetic acid (20 ml) was heated at reflux for 8 days. The solvent was evaporated and the residue triturated with ethyl acetate/isohexane to give a solid. The reactants are C1(=CC=C(C=C1)CC(CC(=O)OC(C)(C)C)NC(=O)OC(C)(C)C)C1=CC=CC=C1 (tert-butyl 4-(biphenyl-4-yl)-3-(tert-butoxycarbonylamino)butanoate), Cl (HCl), O1CCOCC1 (1,4-dioxane), CCN(C(C)C)C(C)C (DIPEA), C(C1=CC=CC=C1)OC(CC1(CCCC1)C(=O)O)=O (1-(2-(benzyloxy)-2-oxoethyl)cyclopentanecarboxylic acid), CCN=C=NCCCN(C)C.Cl (EDC.HCl), ON1N=NC2=C1N=CC=C2 (1-hydroxy-7-azabenzotriazole). Solvent: O (water), CN(C)C=O (DMF). Run at time 2 hour. The product is C(C1=CC=CC=C1)OC(CC1(CCCC1)C(=O)NC(CC(=O)OC(C)(C)C)CC1=CC=C(C=C1)C1=CC=CC=C1)=O (tert-butyl 3-(1-(2-(benzyloxy)-2-oxoethyl)cyclopentanecarboxamido)-4-(biphenyl-4-yl)butanoate). Isolated yield 32.0%. Reaction SMILES: [C:1]1([C:25]2[CH:30]=[CH:29][CH:28]=[CH:27][CH:26]=2)[CH:6]=[CH:5][C:4]([CH2:7][CH:8]([NH:17]C(OC(C)(C)C)=O)[CH2:9][C:10]([O:12][C:13]([CH3:16])([CH3:15])[CH3:14])=[O:11])=[CH:3][CH:2]=1.Cl.O1CCOCC1.[CH2:38]([O:45][C:46](=[O:56])[CH2:47][C:48]1([C:53](O)=[O:54])[CH2:52][CH2:51][CH2:50][CH2:49]1)[C:39]1[CH:44]=[CH:43][CH:42]=[CH:41][CH:40]=1.CCN=C=NCCCN(C)C.Cl.ON1C2N=CC=CC=2N=N1.CCN(C(C)C)C(C)C>CN(C=O)C.O>[CH2:38]([O:45][C:46](=[O:56])[CH2:47][C:48]1([C:53]([NH:17][CH:8]([CH2:7][C:4]2[CH:5]=[CH:6][C:1]([C:25]3[CH:26]=[CH:27][CH:28]=[CH:29][CH:30]=3)=[CH:2][CH:3]=2)[CH2:9][C:10]([O:12][C:13]([CH3:16])([CH3:14])[CH3:15])=[O:11])=[O:54])[CH2:49][CH2:50][CH2:51][CH2:52]1)[C:39]1[CH:44]=[CH:43][CH:42]=[CH:41][CH:40]=1 |f:4.5|. Reported procedure: A mixture of tert-butyl 4-(biphenyl-4-yl)-3-(tert-butoxycarbonylamino)butanoate (110 mg, 0.267 mmol) and HCl in 1,4-dioxane (0.668 ml, 2.67 mmol) was stirred for 2 hours, and the reaction mixture was concentrated under reduced pressure. To a solution of 1-(2-(benzyloxy)-2-oxoethyl)cyclopentanecarboxylic acid (65.6 mg, 0.214 mmol, 86% purity), EDC.HCl (51.2 mg, 0.267 mmol) and 1-hydroxy-7-azabenzotriazole (36.4 mg, 0.267 mmol) in DMF (1 ml) stirred for 1.5 hour, the obtained residue and DIPEA (0.... The reactants are [H][H] (hydrogen), 38.3, Cl.[N+](=O)([O-])C1=CC=C(C=C1)N1N=CN=C1CCC (1-(4-nitrophenyl)-5-propyl-1H-1,2,4-triazole monohydrochloride). The reagents and catalysts are [Pd] (palladium-on-charcoal). The solvent is CO (methanol). The product is 35, Cl.Cl.C(CC)C1=NC=NN1C1=CC=C(C=C1)N (4-(5-propyl-1H-1,2,4-triazol-1-yl)benzenamine dihydrochloride). Isolated yield 91.0%. As a reaction SMILES: [ClH:1].[N+:2]([C:5]1[CH:10]=[CH:9][C:8]([N:11]2[C:15]([CH2:16][CH2:17][CH3:18])=[N:14][CH:13]=[N:12]2)=[CH:7][CH:6]=1)([O-])=O.[H][H]>[Pd].CO>[ClH:1].[ClH:1].[CH2:16]([C:15]1[N:11]([C:8]2[CH:7]=[CH:6][C:5]([NH2:2])=[CH:10][CH:9]=2)[N:12]=[CH:13][N:14]=1)[CH2:17][CH3:18] |f:0.1,5.6.7|. Reported procedure: A mixture of 38.3 parts of 1-(4-nitrophenyl)-5-propyl-1H-1,2,4-triazole monohydrochloride and 400 parts of methanol is hydrogenated at normal pressure and at room temperature with 3 parts of palladium-on-charcoal catalyst 10%. After the calculated amount of hydrogen is taken up, the catalyst is filtered off and the filtrate is evaporated. The residue is dissolved in water and neutralized with sodium hydrogen carbonate. The product is extracted with dichloromethane. The extract is washed with wat...